This data is from the Open Reaction Database (ORD), a public repository of structured organic reaction records. The task is: describe an organic reaction: reactants, conditions, products, and yield Reactants: CC(C)(C)OC(=O)CBr, O=C([O-])[O-], COC(C)[Si](C)(C)C, CN(C)C=O, [Cl-], Cc1ccc(F)cc1C1NC(=O)CC(c2cccc(Cl)c2)C12C(=O)Nc1cc(Cl)ccc12, [Cs+], [Cs+], [NH4+]. Product: COC(C)[Si](C)(C)C, Cc1ccc(F)cc1C1N(CC(=O)OC(C)(C)C)C(=O)CC(c2cccc(Cl)c2)C12C(=O)Nc1cc(Cl)ccc12. Reaction SMILES: [C:41]([CH3:42])([CH3:43])([CH3:44])[O:45][C:46]([CH2:47][Br:48])=[O:49].[C:50](=[O:51])([O-:52])[O-:53].[CH3:1][O:2][CH:3]([CH3:4])[Si:5]([CH3:6])([CH3:7])[CH3:8].[CH3:58][N:59]([CH3:60])[CH:61]=[O:62].[Cl-:56].[Cl:9][c:10]1[cH:11][cH:12][c:13]2[c:17]([cH:18]1)[NH:16][C:15](=[O:19])[C:14]21[CH:20]([c:33]2[c:34]([CH3:40])[cH:35][cH:36][c:37]([F:39])[cH:38]2)[NH:21][C:22](=[O:32])[CH2:23][CH:24]1[c:25]1[cH:26][c:27]([Cl:31])[cH:28][cH:29][cH:30]1.[Cs+:54].[Cs+:55].[NH4+:57]>>[CH3:1][O:2][CH:3]([CH3:4])[Si:5]([CH3:6])([CH3:7])[CH3:8].[Cl:9][c:10]1[cH:11][cH:12][c:13]2[c:17]([cH:18]1)[NH:16][C:15](=[O:19])[C:14]21[CH:20]([c:33]2[c:34]([CH3:40])[cH:35][cH:36][c:37]([F:39])[cH:38]2)[N:21]([CH2:47][C:46]([O:45][C:41]([CH3:42])([CH3:43])[CH3:44])=[O:49])[C:22](=[O:32])[CH2:23][CH:24]1[c:25]1[cH:26][c:27]([Cl:31])[cH:28][cH:29][cH:30]1. Starting materials: O (water), [N+](=O)([O-])C1=C(N)C=CC(=C1)SC#N (2-Nitro-4-thiocyanato-aniline), [OH-].[K+] (potassium hydroxide), CI (methyl iodide). The solvent is C(C)O (ethanol). Reaction conditions: time 5 minute. Yields the product CSC1=CC(=C(N)C=C1)[N+](=O)[O-] (4-methylthio-2-nitroaniline). Isolated yield 95.1%. RXN SMILES: [N+:1]([C:4]1[CH:10]=[C:9]([S:11][C:12]#N)[CH:8]=[CH:7][C:5]=1[NH2:6])([O-:3])=[O:2].[OH-].[K+].CI.O>C(O)C>[CH3:12][S:11][C:9]1[CH:8]=[CH:7][C:5]([NH2:6])=[C:4]([N+:1]([O-:3])=[O:2])[CH:10]=1 |f:1.2|. Procedure: 2-Nitro-4-thiocyanato-aniline (17.6 g.) was added portionwise to a stirred solution of potassium hydroxide (13.4 g.) in ethanol (210 ml.) cooled below 15° C. After 5 minutes, methyl iodide (12.8 g.) was added to the purple solution and the mixture was allowed to stand overnight at room temperature. The mixture was then poured into water (1100 ml.) and the deep red solid was filtered off, washed with water, and dried to give 4-methylthio-2-nitroaniline (15.8 g.), m.p. 72°-73° C. Yields the product C(C)(=O)OCC[C@@](C(=O)O)([C@H](\C=C\CCCCCCC(CCCCCCC)=O)C(N[C@@H](CC1=CC=C(C=C1)OCC#CC)C(=O)OC)=O)O ((E)-(2S,3S)-2-(2-acetoxy-ethyl)-3-[(S)-2-(4-but-2-ynyloxy-phenyl)-1-methoxycarbonyl-ethylcarbamoyl]-2-hydroxy-12-oxo-nonadec-4-enoic acid). Procedure: No. 5318799 (Compound R; 11.4 g, 15.4 mmol) was dissolved in formic acid (229 mL), and then the solution was stirred at room temperature for 3 hours. The reaction solution was concentrated under reduced pressure, and then dissolved in ethyl acetate (250 mL). After washing twice with a 6:1 mixture (250 mL) of an aqueous solution of 1% sodium bicarbonate and a saturated aqueous solution of sodium chloride, the solution was washed with a 6:1 mixture (220 mL) of an aqueous solution of 10% ammonium c... The reactants are Compound R, C(C#CC)OC1=CC=C(C=C1)C[C@@H](C(=O)OC)NC(=O)[C@@H](\C=C\CCCCCCC(CCCCCCC)=O)[C@](C(=O)O)(CC(=O)O)O ((S)-2-{(E)-(S)-1-[(S)-2-(4-but-2-ynyloxy-phenyl)-1-methoxycarbonyl-ethylcarbamoyl]-10-oxo-heptadec-2-enyl}-2-hydroxy-succinic acid). Yield: 99.0%. Run at time 3 hour. As a reaction SMILES: [CH2:1]([O:5][C:6]1[CH:11]=[CH:10][C:9]([CH2:12][C@H:13]([NH:18][C:19]([C@H:21]([C@@:39]([OH:47])([CH2:43]C(O)=O)[C:40]([OH:42])=[O:41])/[CH:22]=[CH:23]/[CH2:24][CH2:25][CH2:26][CH2:27][CH2:28][CH2:29][C:30](=[O:38])[CH2:31][CH2:32][CH2:33][CH2:34][CH2:35][CH2:36][CH3:37])=[O:20])[C:14]([O:16][CH3:17])=[O:15])=[CH:8][CH:7]=1)[C:2]#[C:3][CH3:4]>C(O)=O>[C:14]([O:16][CH2:17][CH2:43][C@:39]([OH:47])([C@@H:21]([C:19](=[O:20])[NH:18][C@H:13]([C:14]([O:16][CH3:17])=[O:15])[CH2:12][C:9]1[CH:8]=[CH:7][C:6]([O:5][CH2:1][C:2]#[C:3][CH3:4])=[CH:11][CH:10]=1)/[CH:22]=[CH:23]/[CH2:24][CH2:25][CH2:26][CH2:27][CH2:28][CH2:29][C:30](=[O:38])[CH2:31][CH2:32][CH2:33][CH2:34][CH2:35][CH2:36][CH3:37])[C:40]([OH:42])=[O:41])(=[O:15])[CH3:13]. Solvent: C(=O)O (formic acid). Reaction conditions: time 1 hour. Run in C1CCOC1 (THF). Reaction SMILES: C[O:2][C:3](=[O:31])[CH2:4][O:5][C:6]1[CH:15]=[CH:14][C:13]2[C:8](=[CH:9][CH:10]=[C:11]([C:16]3[NH:17][C:18]4[C:23]([C:24]=3[CH2:25][CH2:26][CH2:27][CH2:28][CH3:29])=[CH:22][CH:21]=[CH:20][CH:19]=4)[CH:12]=2)[C:7]=1[Br:30].[CH3:32]C([O-])(C)C.[K+].CI.[H-].[Na+]>C1COCC1>[Br:30][C:7]1[C:8]2[C:13](=[CH:12][C:11]([C:16]3[N:17]([CH3:32])[C:18]4[C:23]([C:24]=3[CH2:25][CH2:26][CH2:27][CH2:28][CH3:29])=[CH:22][CH:21]=[CH:20][CH:19]=4)=[CH:10][CH:9]=2)[CH:14]=[CH:15][C:6]=1[O:5][CH2:4][C:3]([OH:2])=[O:31] |f:1.2,4.5|. Procedure details: To a stirred solution of {[1-bromo-6-(3-pentyl-1H-indol-2-yl)-2-naphthyl]oxy}acetic acid methyl ester (0.410 g, 0.853 mmol) in THF (20 mL) at 0° C. was added KOt-Bu (0.105 g, 0.938 mmol) followed by MeI (0.064 mL, 1.02 mmol). The reaction was warmed to rt and let stir for 1 h. It appeared by TLC and MS that all the starting material was gone; however, two polar acids (one N—Me and one N—H) had been generated due to hydrolysis in these basic conditions. After concentration, the residue was taken ... The yield is 56.6%. The reactants are [H-].[Na+] (NaH), CI (MeI), COC(COC1=C(C2=CC=C(C=C2C=C1)C=1NC2=CC=CC=C2C1CCCCC)Br)=O ({[1-bromo-6-(3-pentyl-1H-indol-2-yl)-2-naphthyl]oxy}acetic acid methyl ester), CC(C)(C)[O-].[K+] (KOt-Bu), CI (MeI). The product is BrC1=C(C=CC2=CC(=CC=C12)C=1N(C2=CC=CC=C2C1CCCCC)C)OCC(=O)O ({[1-Bromo-6-(1-methyl-3-pentyl-1H-indol-2-yl)-2-naphthyl]oxy}acetic acid). Starting materials: CN(C)C=O (DMF), O=C1N(C(C2=CC=CC=C12)=O)C1CCC(CC1)(C(=O)O)C (4-(1,3-Dioxoisoindolin-2-yl)-1-methylcyclohexanecarboxylic acid), O=C1N(C(C2=CC=CC=C12)=O)C1CCC(CC1)(C(=O)O)C (4-(1,3-Dioxoisoindolin-2-yl)-1-methylcyclohexanecarboxylic acid), C(C(=O)Cl)(=O)Cl (oxalyl chloride). The solvent is C(Cl)Cl (DCM). Conditions: time 20 minute. Product: O=C1N(C(C2=CC=CC=C12)=O)C1CCC(CC1)(C(=O)Cl)C (4-(1,3-Dioxoisoindolin-2-yl)-1-methylcyclohexanecarbonyl chloride). RXN SMILES: [O:1]=[C:2]1[C:10]2[C:5](=[CH:6][CH:7]=[CH:8][CH:9]=2)[C:4](=[O:11])[N:3]1[CH:12]1[CH2:17][CH2:16][C:15]([CH3:21])([C:18](O)=[O:19])[CH2:14][CH2:13]1.C(Cl)(=O)C([Cl:25])=O.CN(C=O)C>C(Cl)Cl>[O:1]=[C:2]1[C:10]2[C:5](=[CH:6][CH:7]=[CH:8][CH:9]=2)[C:4](=[O:11])[N:3]1[CH:12]1[CH2:17][CH2:16][C:15]([CH3:21])([C:18]([Cl:25])=[O:19])[CH2:14][CH2:13]1. Reported procedure: 4-(1,3-Dioxoisoindolin-2-yl)-1-methylcyclohexanecarboxylic acid (Intermediate 74, 220 mg, 0.786 mmol) was dissolved in DCM (5 mL), and oxalyl chloride (146 mg, 0.1 mL, 1.149 mmol) was added slowly, followed by addition of a drop of DMF. The mixture was stirred at room temperature for 20 min, then concentrated under vacuum to provide the product as a yellow solid that was used as is in the next step. Reactants: C1(=CC=CC=C1)S(=O)(=O)N1C=CC2=CC(=CC=C12)SC (1-benzenesulfonyl-5-methylthioindole), C(=O)=O (carbon dioxide), C1(=CC=CC=C1)S(=O)(=O)N1C(=CC2=CC(=CC=C12)C)C(=S)O (1-benzenesulfonyl-5-methylthioindole-2-carboxylic acid), C(OCC)(=O)Cl (ethyl chlorocarbonate), Cl (hydrochloric acid), N (ammonia). Run in O1CCCC1 (tetrahydrofuran), C(CCC)[Li] (n-butyl lithium), C(C)(=O)OCC (ethyl acetate), O1CCCC1 (tetrahydrofuran), C(C)N(CC)CC (triethylamine), CN(P(N(C)C)(N(C)C)=O)C (hexamethylphosphoric triamide). Conditions: time 30 minute. Product: C1(=CC=CC=C1)S(=O)(=O)N1C(=CC2=CC(=CC=C12)C)C(=S)N (1-benzenesulfonyl-5-methythioindole-2-carboxamide). Isolated yield 49.6%. As a reaction SMILES: C1(S([N:10]2C3C(=CC(SC)=CC=3)C=C2)(=O)=O)C=CC=CC=1.C(=O)=O.Cl.[C:25]1([S:31]([N:34]2[C:42]3[C:37](=[CH:38][C:39]([CH3:43])=[CH:40][CH:41]=3)[CH:36]=[C:35]2[C:44](O)=[S:45])(=[O:33])=[O:32])[CH:30]=[CH:29][CH:28]=[CH:27][CH:26]=1.C(Cl)(=O)OCC.N>O1CCCC1.C([Li])CCC.C(OCC)(=O)C.C(N(CC)CC)C.CN(C)P(=O)(N(C)C)N(C)C>[C:25]1([S:31]([N:34]2[C:42]3[C:37](=[CH:38][C:39]([CH3:43])=[CH:40][CH:41]=3)[CH:36]=[C:35]2[C:44]([NH2:10])=[S:45])(=[O:33])=[O:32])[CH:30]=[CH:29][CH:28]=[CH:27][CH:26]=1. Procedure details: To a solution of 1-benzenesulfonyl-5-methylthioindole (2 g) in tetrahydrofuran (70 ml), n-butyl lithium (5 ml, 1.59M) was added dropwise at −78° C. under nitrogen atmosphere, the mixture was stirred at the same temperature for 30 minutes, followed by drwopise addition of hexamethylphosphoric triamide (2.3 ml), and the mixture was stirred at the same temperature for 10 minutes. The stirred reaction mixture was heated to 15 to 30° C. over 30 minutes while carbon dioxide gas was blown therein at −7... The reactants are CC(C)(C)OC(=O)N1CCNCC1, Clc1ccc2nccc(Cl)c2c1, ClCCl, O=C(O)C(F)(F)F. Yields the product Clc1ccc2nccc(N3CCNCC3)c2c1. Reaction SMILES: [C:13]([O:14][C:15](=[O:16])[N:20]1[CH2:21][CH2:22][NH:23][CH2:24][CH2:25]1)([CH3:17])([CH3:18])[CH3:19].[Cl:1][c:2]1[cH:3][cH:4][n:5][c:6]2[cH:7][cH:8][c:9]([Cl:12])[cH:10][c:11]12.[Cl:33][CH2:34][Cl:35].[OH:26][C:27]([C:28]([F:29])([F:30])[F:31])=[O:32]>>[c:2]1([N:20]2[CH2:21][CH2:22][NH:23][CH2:24][CH2:25]2)[cH:3][cH:4][n:5][c:6]2[cH:7][cH:8][c:9]([Cl:12])[cH:10][c:11]12. Starting materials: NC=1S[C@@H]2[C@H](N1)[C@H]([C@@H]([C@H](O2)CO)O)O ((3aR,5R,6S,7R,7aR)-2-amino-5-(hydroxymethyl)-5,6,7,7a-tetrahydro-3aH-pyrano[3,2-d]thiazole-6,7-diol), C(C1=CC=CC=C1)(=O)Cl (benzoyl chloride). The solvent is C1CCOC1 (THF), C(=O)(O)[O-].[Na+] (NaHCO3). Run at time 10 minute. Product: O[C@H]1[C@@H]([C@H]2N=C(S[C@H]2O[C@@H]1CO)NC(C1=CC=CC=C1)=O)O (N-((3aR,5R,6S,7R,7aR)-6,7-Dihydroxy-5-(hydroxymethyl)-5,6,7,7a-tetrahydro-3aH-pyrano[3,2-d]thiazol-2-yl)benzamide). The yield is 24.2%. Reaction SMILES: [NH2:1][C:2]1[S:3][C@H:4]2[O:10][C@H:9]([CH2:11][OH:12])[C@@H:8]([OH:13])[C@H:7]([OH:14])[C@H:5]2[N:6]=1.[C:15](Cl)(=[O:22])[C:16]1[CH:21]=[CH:20][CH:19]=[CH:18][CH:17]=1>C1COCC1.C([O-])(O)=O.[Na+]>[OH:13][C@@H:8]1[C@@H:9]([CH2:11][OH:12])[O:10][C@H:4]2[C@H:5]([N:6]=[C:2]([NH:1][C:15](=[O:22])[C:16]3[CH:21]=[CH:20][CH:19]=[CH:18][CH:17]=3)[S:3]2)[C@H:7]1[OH:14] |f:3.4|. Procedure: A solution of (3aR,5R,6S,7R,7aR)-2-amino-5-(hydroxymethyl)-5,6,7,7a-tetrahydro-3aH-pyrano[3,2-d]thiazole-6,7-diol (110 mg, 0.50 mmol) in THF (20 mL) and saturated aqueous NaHCO3 (5 mL) was treated with benzoyl chloride (77 mg, 0.55 mmol) for 1 hour at 0° C. After filtration, the solution was concentrated under vacuum to give a residue, which was purified by Prep-HPLC with the following conditions [(Agilent 1200 prep HPLC): Column, SunFire Prep C18,19*50 mm Sum; mobile phase, WATER with 0.03% NH4... Reactants: C(C)(=O)NC1=C2C(CCSC2=C(C=C1)C)=O (5-acetylamino-8-methyl-4-thiochromanone), C1CCOC1 (THF), CC(C)([O-])C.[K+] (potassium-t-butoxide), N(=O)OCCCC (n-butyl nitrite), C1CCOC1 (THF). The solvent is CCOCC (ether). Conditions: time 5 minute. Yields the product C(C)(=O)NC1CSC2=C(C=CC(=C2C1=O)NC(C)=O)C (3,5-Diacetylamino-8-methyl-4-thiochromanone). Reaction SMILES: C1C[O:4][CH2:3][CH2:2]1.CC(C)([O-])C.[K+].[C:12]([NH:15][C:16]1[CH:25]=[CH:24][C:23]([CH3:26])=[C:22]2[C:17]=1[C:18](=[O:27])[CH2:19][CH2:20][S:21]2)(=[O:14])[CH3:13].[N:28](OCCCC)=O>CCOCC>[C:3]([NH:28][CH:19]1[C:18](=[O:27])[C:17]2[C:22](=[C:23]([CH3:26])[CH:24]=[CH:25][C:16]=2[NH:15][C:12](=[O:14])[CH3:13])[S:21][CH2:20]1)(=[O:4])[CH3:2] |f:1.2|. Procedure: To 3 ml of a THF solution containing 153 mg of potassium-t-butoxide was added 9 ml of a THF solution containing 291 mg of 5-acetylamino-8-methyl-4-thiochromanone [J. Heterocyclic Chem., 11, 515 (1974)]. After stirring for 5 minutes, 0.22 ml of n-butyl nitrite was added to the mixture, followed by further stirring for 1 hour at room temperature. After the addition of 20 ml of ether, the reaction mixture was stirred for another 1 hour. The deposited precipitate was collected by filtration, washed ... The reactants are O (Water), C(C)OC(C1=CC=C(C=C1)N1CCC(CC1)N)=O (4-(4-aminopiperidin-1-yl)-benzoic acid ethyl ester), C(C1=CC=CC=C1)OC(=O)Cl (benzyloxycarbonyl chloride), C([O-])([O-])=O.[Na+].[Na+] (sodium carbonate). The solvent is C1CCOC1 (THF). Reaction conditions: time 2 hour. The product is C(C)OC(C1=CC=C(C=C1)N1CCC(CC1)NC(=O)OCC1=CC=CC=C1)=O (4-(4-benzyloxycarbonylaminopiperidin-1-yl)-benzoic acid ethyl ester). RXN SMILES: [CH2:1]([O:3][C:4](=[O:18])[C:5]1[CH:10]=[CH:9][C:8]([N:11]2[CH2:16][CH2:15][CH:14]([NH2:17])[CH2:13][CH2:12]2)=[CH:7][CH:6]=1)[CH3:2].C(=O)([O-])[O-].[Na+].[Na+].[CH2:25]([O:32][C:33](Cl)=[O:34])[C:26]1[CH:31]=[CH:30][CH:29]=[CH:28][CH:27]=1.O>C1COCC1>[CH2:1]([O:3][C:4](=[O:18])[C:5]1[CH:6]=[CH:7][C:8]([N:11]2[CH2:12][CH2:13][CH:14]([NH:17][C:33]([O:32][CH2:25][C:26]3[CH:31]=[CH:30][CH:29]=[CH:28][CH:27]=3)=[O:34])[CH2:15][CH2:16]2)=[CH:9][CH:10]=1)[CH3:2] |f:1.2.3|. Procedure: The 4-(4-aminopiperidin-1-yl)-benzoic acid ethyl ester (15.7 g, 63.2 mmol) obtained in Example 7(1) was dissolved in THF (200 ml), and a 2M sodium carbonate aqueous solution (63 ml) was added thereto. Subsequently, benzyloxycarbonyl chloride (11.7 ml, 82.2 mmol) was added thereto, followed by stirring at room temperature for 2 hours. Water was added to the reaction mixture, followed by extraction with ethyl acetate. The organic layer was washed with water and saturated sodium chloride, and then ...